The task is: describe an organic reaction: reactants, conditions, products, and yield. This data is from the Open Reaction Database (ORD), a public repository of structured organic reaction records. Starting materials: CCOC(C)O, COc1cc2ncc(C#N)c(Cl)c2cc1OC, Nc1cccc(F)c1, c1ccncc1. Product: COc1cc2ncc(C#N)c(Nc3cccc(F)c3)c2cc1OC. As a reaction SMILES: [CH2:26]([O:27][CH:28]([OH:29])[CH3:30])[CH3:31].[Cl:1][c:2]1[c:3]([C:16]#[N:17])[cH:4][n:5][c:6]2[cH:7][c:8]([O:14][CH3:15])[c:9]([O:12][CH3:13])[cH:10][c:11]12.[NH2:18][c:19]1[cH:20][cH:21][cH:22][c:23]([F:24])[cH:25]1.[cH:32]1[cH:33][cH:34][n:35][cH:36][cH:37]1>>[c:2]1([NH:18][c:19]2[cH:20][cH:21][cH:22][c:23]([F:24])[cH:25]2)[c:3]([C:16]#[N:17])[cH:4][n:5][c:6]2[cH:7][c:8]([O:14][CH3:15])[c:9]([O:12][CH3:13])[cH:10][c:11]12. The reactants are NC1=C(C(=O)NC)C=CC=C1C (2-Amino-N,3-dimethylbenzamide), S(=O)(O)[O-].[Na+] (sodium hydrogensulfite), C(C1=CC=C(C=C1)OC)=O (para-anisaldehyde). Solvent: N,N′-dimethylacetamide. Run at temperature 150 celsius, time 5 hour. The product is COC1=CC=C(C=C1)C1=NC2=C(C=CC=C2C(N1C)=O)C (2-(4-methoxyphenyl)-3,8-dimethyl-4(3H)-quinazolinone). Yield: 48.8%. Reaction SMILES: [NH2:1][C:2]1[C:11]([CH3:12])=[CH:10][CH:9]=[CH:8][C:3]=1[C:4]([NH:6][CH3:7])=[O:5].S([O-])(O)=O.[Na+].[CH:18](=O)[C:19]1[CH:24]=[CH:23][C:22]([O:25][CH3:26])=[CH:21][CH:20]=1>>[CH3:26][O:25][C:22]1[CH:23]=[CH:24][C:19]([C:18]2[N:6]([CH3:7])[C:4](=[O:5])[C:3]3[C:2](=[C:11]([CH3:12])[CH:10]=[CH:9][CH:8]=3)[N:1]=2)=[CH:20][CH:21]=1 |f:1.2|. Procedure details: 2-Amino-N,3-dimethylbenzamide (4.10 g, 25.0 mmol), sodium hydrogensulfite (2.93 g, 27.5 mmol) and para-anisaldehyde (3.4 g, 25 mmol) were mixed in N,N′-dimethylacetamide (20 ml), stirred at 150° C. for 5 hours, then cooled to room temperature, and distilled water (100 ml) was added thereto and stirred at that temperature for 1 hour. The precipitated solid was taken out through filtration, dried, and recrystallized from hot ethanol to obtain the intended compound (3.42 g, 49%) as a white solid. Reaction SMILES: [O-]CC.[Na+].[OH:5][C:6]1[CH:11]=[CH:10][C:9]([CH2:12][CH2:13][OH:14])=[CH:8][CH:7]=1.[CH2:15](Br)[CH2:16][CH2:17][CH2:18][CH2:19][CH2:20][CH:21]=[CH2:22]>C(O)C.O1CCCC1>[CH2:22]([O:5][C:6]1[CH:11]=[CH:10][C:9]([CH2:12][CH2:13][OH:14])=[CH:8][CH:7]=1)[CH2:21][CH2:20][CH2:19][CH2:18][CH2:17][CH:16]=[CH2:15] |f:0.1|. Procedure: Sodium ethoxide (4.98 g) was added to a solution (240 ml) of 2-(4-hydroxyphenyl)ethyl alcohol (8.68 g) in absolute ethanol and the mixture was stirred at 50° C. for 30 minutes. A solution of 7-octenyl bromide (10 g) in anhydrous tetrahydrofuran was dropwise added thereto and the mixture was stirred at 50° C. for 6 hours. The reaction mixture was concentrated, poured into ice water and extracted with ethyl acetate. The ethyl acetate layer was washed with saturated brine and dried over anhydrous m... The product is C(CCCCCC=C)OC1=CC=C(C=C1)CCO (2-[4-(7-Octenyloxy)phenyl]ethyl alcohol). Reaction conditions: temperature 50 celsius, time 30 minute. The reactants are [O-]CC.[Na+] (Sodium ethoxide), OC1=CC=C(C=C1)CCO (2-(4-hydroxyphenyl)ethyl alcohol), C(CCCCCC=C)Br (7-octenyl bromide). The yield is 82.8%. Solvent: C(C)O (ethanol), O1CCCC1 (tetrahydrofuran). The reactants are C(C)OC(=O)C=1N=CC2=CC(=CC=C2C1O)Br (7-Bromo-4-hydroxy-isoquinoline-3-carboxylic acid ethyl ester), FC1=CC=C(C(=O)N)C=C1 (4-Fluorobenzamide). The product is C(C)OC(=O)C=1N=CC2=CC(=CC=C2C1O)NC(C1=CC=C(C=C1)F)=O (7-(4-Fluoro-benzoylamino)-4-hydroxy-isoquinoline-3-carboxylic acid ethyl ester). Reaction SMILES: [CH2:1]([O:3][C:4]([C:6]1[N:7]=[CH:8][C:9]2[C:14]([C:15]=1[OH:16])=[CH:13][CH:12]=[C:11](Br)[CH:10]=2)=[O:5])[CH3:2].[F:18][C:19]1[CH:27]=[CH:26][C:22]([C:23]([NH2:25])=[O:24])=[CH:21][CH:20]=1>>[CH2:1]([O:3][C:4]([C:6]1[N:7]=[CH:8][C:9]2[C:14]([C:15]=1[OH:16])=[CH:13][CH:12]=[C:11]([NH:25][C:23](=[O:24])[C:22]1[CH:26]=[CH:27][C:19]([F:18])=[CH:20][CH:21]=1)[CH:10]=2)=[O:5])[CH3:2]. Procedure details: 7-(4-Fluoro-benzoylamino)-4-hydroxy-isoquinoline-3-carboxylic acid ethyl ester was prepared from 7-Bromo-4-hydroxy-isoquinoline-3-carboxylic acid ethyl ester under conditions analogous to Example 116(a) using 4-Fluorobenzamide. 1H NMR (200 MHz, CDCl3): δ ppm=11.87 (s, 1H), 8.79 (s, 1H), 8.58 (s, 1H), 8.36 (d, 1H), 8.12 (br s, 1H), 7.95 (m, 2H), 7.74 (d, 1H), 7.15-7.24 (m, 3H), 4.56 (q, 2H), 1.51 (t, 3H.) Starting materials: CN1C(=CC=N1)CCOC2=CC=C(C=C2)C3CCNCC3, C1=CC2=NN=C(N2C=C1Br)C(F)(F)F. The reagents and catalysts are CC(C)(C)[O-].[Na+], C1=CC=C(C=C1)P(C2=CC=CC=C2)C3=C(C4=CC=CC=C4C=C3)C5=C(C=CC6=CC=CC=C65)P(C7=CC=CC=C7)C8=CC=CC=C8, C1=CC=C(C=C1)/C=C/C(=O)/C=C/C2=CC=CC=C2.C1=CC=C(C=C1)/C=C/C(=O)/C=C/C2=CC=CC=C2.[Pd]. The solvent is CC1=CC=C(C=C1)C. Run at temperature 110 celsius. The product is CN1C(=CC=N1)CCOC2=CC=C(C=C2)C3CCN(CC3)C4=CN5C(=NN=C5C(F)(F)F)C=C4. The yield is 19.1%. Procedure: 6-bromo-3-(trifluoromethyl)-[1,2,4]triazolo[4,3-a]pyridine (65 mg, 0.24 mmol), 4-(4-(2-(1-methyl-1H-pyrazol-5-yl)ethoxy)phenyl)piperidine (112 mg, 0.24 mmol), rac-2,2'-Bis(diphenylphosphino)-1,1'-binaphthyl (11.41 mg, 0.02 mmol) and Sodium tert-butoxide (0.060 mL, 0.49 mmol) were suspended in xylenes (5 mL), then de-gassed and purged with nitrogen. Bis(dibenzylideneacetone)palladium (7.02 mg, 0.01 mmol) was added, and the mixture was sealed into a microwave tube. The reaction was heated to 110 °... Starting materials: CCCc1nc2cnc3cc(Br)ccc3c2n1NC(=O)OC(C)(C)C, CCO, Cl, [Na+], [OH-], O. Yields the product CCCc1nc2cnc3cc(Br)ccc3c2n1N. As a reaction SMILES: [Br:1][c:2]1[cH:3][cH:4][c:5]2[c:6]3[c:7]([cH:8][n:9][c:10]2[cH:11]1)[n:12][c:13]([CH2:23][CH2:24][CH3:25])[n:14]3[NH:15][C:16](=[O:17])[O:18][C:19]([CH3:20])([CH3:21])[CH3:22].[CH3:29][CH2:30][OH:31].[ClH:26].[Na+:28].[OH-:27].[OH2:32]>>[Br:1][c:2]1[cH:3][cH:4][c:5]2[c:6]3[c:7]([cH:8][n:9][c:10]2[cH:11]1)[n:12][c:13]([CH2:23][CH2:24][CH3:25])[n:14]3[NH2:15]. Reactants: CI (Methyl iodide), ClC1=CC=CC2=C1N=CS2=O (4-Chlorobenzothiazolone), [OH-].[Na+] (sodium hydroxide), C1(=CC=CC=C1)C (toluene). The reagents and catalysts are [Br-].C(CCC)[N+](CCCC)(CCCC)CCCC (tetra-n-butylammonium bromide). Solvent: O (water). Conditions: time 30 minute. The product is ClC1=CC=CC2=C1N(CS2=O)C (4-chloro-N-methylbenzothiazolone). The yield is 96.0%. RXN SMILES: [Cl:1][C:2]1[C:7]2[N:8]=[CH:9][S:10](=[O:11])[C:6]=2[CH:5]=[CH:4][CH:3]=1.[OH-].[Na+].[C:14]1(C)C=CC=CC=1.CI>O.[Br-].C([N+](CCCC)(CCCC)CCCC)CCC>[Cl:1][C:2]1[C:7]2[N:8]([CH3:14])[CH2:9][S:10](=[O:11])[C:6]=2[CH:5]=[CH:4][CH:3]=1 |f:1.2,6.7|. Procedure: 4-Chlorobenzothiazolone (9.28 g, 0.05 mole) was dissolved in a solution of sodium hydroxide (3.19 g, 0.075 mole) in water (220 ml), and tetra-n-butylammonium bromide (0.48 g, 0.0015 mole) and toluene (80 ml) were added thereto. Methyl iodide (11.21 g, 0.075 mole) was added dropwise thereto at room temperature, and the mixture was stirred at room temperature for 30 minutes and then at 50° to 60° C. for 1 hour, followed by cooling and phase-separation. The toluene layer was washed once with water,... The reactants are O=Cc1ccc(-c2noc(-c3nnn(-c4ccccc4F)c3-c3ccncc3)n2)cc1, NC1CCC(C(=O)O)CC1. Yields the product O=C(O)C1CCC(NCc2ccc(-c3noc(-c4nnn(-c5ccccc5F)c4-c4ccncc4)n3)cc2)CC1. Reaction SMILES: [F:1][c:2]1[c:3](-[n:8]2[n:9][n:10][c:11](-[c:19]3[n:20][c:21](-[c:24]4[cH:25][cH:26][c:27]([CH:28]=[O:29])[cH:30][cH:31]4)[n:22][o:23]3)[c:12]2-[c:13]2[cH:14][cH:15][n:16][cH:17][cH:18]2)[cH:4][cH:5][cH:6][cH:7]1.[NH2:32][CH:33]1[CH2:34][CH2:35][CH:36]([C:39](=[O:40])[OH:41])[CH2:37][CH2:38]1>>[F:1][c:2]1[c:3](-[n:8]2[n:9][n:10][c:11](-[c:19]3[n:20][c:21](-[c:24]4[cH:25][cH:26][c:27]([CH2:28][NH:32][CH:33]5[CH2:34][CH2:35][CH:36]([C:39](=[O:40])[OH:41])[CH2:37][CH2:38]5)[cH:30][cH:31]4)[n:22][o:23]3)[c:12]2-[c:13]2[cH:14][cH:15][n:16][cH:17][cH:18]2)[cH:4][cH:5][cH:6][cH:7]1. Reactants: C(C1=CC=CC=C1)OC=1C(=CC2=C(C3CC4=C(CN3CC2)C(=C(C=C4Cl)OC)OCCO)C1)OC (2-benzyloxy-3,10-dimethoxy-9-(2-hydroxy-ethoxy)-12-chloro-5,8,13,13a-tetrahydro-6H-dibenzo[a,g]quinolizine). The reagents and catalysts are [Ni] (Ni). Yields the product OC=1C(=CC2=C(C3CC4=C(CN3CC2)C(=C(C=C4Cl)OC)OCCO)C1)OC (2-hydroxy-3,10-dimethoxy-9-(2-hydroxy-ethoxy)-12-chloro-5,8,13,13a-tetrahydro-6H-dibenzo[a,g]quinolizine). As a reaction SMILES: C([O:8][C:9]1[C:10]([O:34][CH3:35])=[CH:11][C:12]2[CH2:21][CH2:20][N:19]3[CH:14]([CH2:15][C:16]4[C:25]([Cl:26])=[CH:24][C:23]([O:27][CH3:28])=[C:22]([O:29][CH2:30][CH2:31][OH:32])[C:17]=4[CH2:18]3)[C:13]=2[CH:33]=1)C1C=CC=CC=1>[Ni]>[OH:8][C:9]1[C:10]([O:34][CH3:35])=[CH:11][C:12]2[CH2:21][CH2:20][N:19]3[CH:14]([CH2:15][C:16]4[C:25]([Cl:26])=[CH:24][C:23]([O:27][CH3:28])=[C:22]([O:29][CH2:30][CH2:31][OH:32])[C:17]=4[CH2:18]3)[C:13]=2[CH:33]=1. Procedure: A product obtained in Example 16 (0.08 g, 0.16 mmol) was hydrogenated in the present of Raney-Ni. The desired product was obtained following the synthetic procedure described in Example 1, 4 or 7. The crude product was purified by silica chromatography (ethyl acetate/petroleum ether) to give pale yellow powder (0.013 g, 19.9%). mp 184° C. 1HNMR (DMSO-d6) δ: 2.28˜2.56 (3H, m, CH2), 2.71˜2.88 (2H, m, CH2), 3.04˜3.31 (3H, m, CH2 and N—CH), 3.61 (2H, t, OCH2), 3.73 (3H, s, Ar—OCH3), 3.78 (3H, s, Ar—...